This data is from the Open Reaction Database (ORD), a public repository of structured organic reaction records. The task is: describe an organic reaction: reactants, conditions, products, and yield The reactants are B(Br)(Br)Br (BBr3), COC=1C=C(CC2CCC3=C2NC(=C3)C(=O)OC)C=CC1 (Methyl 6-(3-methoxybenzyl)-1,4,5,6-tetrahydrocyclopenta[b]pyrrole-2-carboxylate), C([O-])(O)=O.[Na+] (sodium bicarbonate). Run in C(Cl)Cl (CH2Cl2), C(Cl)Cl (CH2Cl2). The product is OC=1C=C(CC2CCC3=C2NC(=C3)C(=O)OC)C=CC1 (methyl 6-(3-hydroxybenzyl)-1,4,5,6-tetrahydrocyclopenta[b]pyrrole-2-carboxylate). Reaction SMILES: C[O:2][C:3]1[CH:4]=[C:5]([CH:19]=[CH:20][CH:21]=1)[CH2:6][CH:7]1[C:11]2[NH:12][C:13]([C:15]([O:17][CH3:18])=[O:16])=[CH:14][C:10]=2[CH2:9][CH2:8]1.B(Br)(Br)Br.C(=O)(O)[O-].[Na+]>C(Cl)Cl>[OH:2][C:3]1[CH:4]=[C:5]([CH:19]=[CH:20][CH:21]=1)[CH2:6][CH:7]1[C:11]2[NH:12][C:13]([C:15]([O:17][CH3:18])=[O:16])=[CH:14][C:10]=2[CH2:9][CH2:8]1 |f:2.3|. Procedure details: Methyl 6-(3-methoxybenzyl)-1,4,5,6-tetrahydrocyclopenta[b]pyrrole-2-carboxylate (140 mg, 0.50 mmol) in dry CH2Cl2 (20 mL) was cooled to −78° C., then BBr3, (1.0 M in CH2Cl2) (0.80 mL, 0.80 mmol) was added. The mixture was allowed to warm slowly to room temperature overnight. The mixture was added to saturated sodium bicarbonate, (100 mL) extracted with CH2Cl2, (50 mL) (×3), dried (Na2SO4) and the solvent was evaporated under reduced pressure. The material was purified by chromatography, eluting ... Starting materials: C(C=C)Br (allyl bromide), C([O-])([O-])=O.[K+].[K+] (potassium carbonate), OC1=CC=C(C(=O)OC)C=C1 (4-hydroxybenzoic acid, methyl ester), CCOC(=O)C (EtOAc). Run in CS(=O)C (DMSO). Yields the product C(C=C)OC1=CC=C(C(=O)OC)C=C1 (Methyl 4-(allyloxy)benzoate). The yield is 99.0%. RXN SMILES: [OH:1][C:2]1[CH:11]=[CH:10][C:5]([C:6]([O:8][CH3:9])=[O:7])=[CH:4][CH:3]=1.[CH2:12](Br)[CH:13]=[CH2:14].C(=O)([O-])[O-].[K+].[K+].CCOC(C)=O>CS(C)=O>[CH2:14]([O:1][C:2]1[CH:3]=[CH:4][C:5]([C:6]([O:8][CH3:9])=[O:7])=[CH:10][CH:11]=1)[CH:13]=[CH2:12] |f:2.3.4|. Reported procedure: The reaction mixture of 4-hydroxybenzoic acid, methyl ester (20.0 g, 131.0 mmol) (commercially available from Sigma-Aldrich, St. Louis, Mo., USA), allyl bromide (17.0 g, 138.0 mmol) and potassium carbonate (45.0 g, 329.0 mmol) in DMSO (30.0 mL) was stirred at room temperature for 8 hours. EtOAc (150 mL) was added, and the organic layer was washed with water (30×3 mL) and then dried over MgSO4. After filtration, the solvent was removed. The product was used in the next step without further purifi...